From a dataset of the Open Reaction Database (ORD), a public repository of structured organic reaction records. describe an organic reaction: reactants, conditions, products, and yield Starting materials: substituted benzenes, N1CCOCC1 (morpholine), N1CCCCC1 (piperidine), Cl (HCl), ClC1=C(C(=O)Cl)C=C(C=C1)Cl (2,5-dichlorobenzoylchloride). Reagents/catalysts: [Cl-].[Al+3].[Cl-].[Cl-] (aluminum chloride). Solvent: C1=CC=CC=C1 (benzene), C1(=CC=CC=C1)C (toluene), N1=CC=CC=C1 (pyridine). The product is 2,5-dichlorobenzophenones, ClC1=C(C(=O)N2CCOCC2)C=C(C=C1)Cl (2,5-dichlorobenzoylmorpholine), ClC1=C(C(=O)N2CCCCC2)C=C(C=C1)Cl (2,5-dichlorobenzoylpiperidine). As a reaction SMILES: [Cl:1][C:2]1[CH:10]=[CH:9][C:8]([Cl:11])=[CH:7][C:3]=1[C:4](Cl)=[O:5].[NH:12]1[CH2:17][CH2:16][O:15][CH2:14][CH2:13]1.[NH:18]1[CH2:23][CH2:22][CH2:21][CH2:20][CH2:19]1.Cl>[Cl-].[Al+3].[Cl-].[Cl-].C1(C)C=CC=CC=1.N1C=CC=CC=1.C1C=CC=CC=1>[Cl:1][C:2]1[CH:10]=[CH:9][C:8]([Cl:11])=[CH:7][C:3]=1[C:4]([N:12]1[CH2:17][CH2:16][O:15][CH2:14][CH2:13]1)=[O:5].[Cl:1][C:2]1[CH:10]=[CH:9][C:8]([Cl:11])=[CH:7][C:3]=1[C:4]([N:18]1[CH2:23][CH2:22][CH2:21][CH2:20][CH2:19]1)=[O:5] |f:4.5.6.7|. Procedure details: 2,5-dichlorobenzoyl-containing compounds (e.g. 2,5-dichlorobenzophenones and 2,5-dichlorobenzamides) can be readily prepared from 2,5-dichlorobenzoylchloride. Pure 2,5-dichlorobenzoylchloride is obtained by vacuum distillation of the mixture obtained from the reaction of commercially available 2,5-dichlorobenzoic acid with a slight excess of thionyl chloride in refluxina toluene. 2,5-dichlorobenzophenones (2,5-dichlorobenzcphenone, 2,5-dichloro-4'-methylbenzophenone,2,5-dichloro-4'-meth-oxybenzo...